Task: describe an organic reaction: reactants, conditions, products, and yield. Dataset: the Open Reaction Database (ORD), a public repository of structured organic reaction records Starting materials: BrC1=CC=C(C=C1)N1C(NN=C1C[C@H]1CN(CC1)C(CC)=O)=O (4-(4-bromophenyl)-5-{[(3S)-1-propanoyl-3-pyrrolidinyl]methyl}-2,4-dihydro-3H-1,2,4-triazol-3-one), CC1(OB(OC1(C)C)C1=CC=C2C=CC=NC2=C1)C (7-(4,4,5,5-tetramethyl-1,3,2-dioxaborolan-2-yl)quinoline), C([O-])([O-])=O.[K+].[K+] (potassium carbonate). Reagents/catalysts: C1=CC=C(C=C1)P([C-]2C=CC=C2)C3=CC=CC=C3.C1=CC=C(C=C1)P([C-]2C=CC=C2)C3=CC=CC=C3.Cl[Pd]Cl.[Fe+2].ClCCl (dichloro[1,1′-bis(diphenylphosphino)ferrocene]palladium(II) dichloromethane). Solvent: O1CCOCC1 (dioxane). Reaction conditions: temperature 110 celsius, time 1 hour. The product is C(CC)(=O)N1C[C@@H](CC1)CC=1N(C(NN1)=O)C1=CC=C(C=C1)C1=CC=C2C=CC=NC2=C1 (5-{[(3S)-1-propanoyl-3-pyrrolidinyl]methyl}-4-[4-(7-quinolinyl)phenyl]-2,4-dihydro-3H-1,2,4-triazol-3-one). RXN SMILES: Br[C:2]1[CH:7]=[CH:6][C:5]([N:8]2[C:12]([CH2:13][C@@H:14]3[CH2:18][CH2:17][N:16]([C:19](=[O:22])[CH2:20][CH3:21])[CH2:15]3)=[N:11][NH:10][C:9]2=[O:23])=[CH:4][CH:3]=1.CC1(C)C(C)(C)OB([C:32]2[CH:41]=[C:40]3[C:35]([CH:36]=[CH:37][CH:38]=[N:39]3)=[CH:34][CH:33]=2)O1.C(=O)([O-])[O-].[K+].[K+]>O1CCOCC1.C1C=CC(P(C2C=CC=CC=2)[C-]2C=CC=C2)=CC=1.C1C=CC(P(C2C=CC=CC=2)[C-]2C=CC=C2)=CC=1.Cl[Pd]Cl.[Fe+2].ClCCl>[C:19]([N:16]1[CH2:17][CH2:18][C@@H:14]([CH2:13][C:12]2[N:8]([C:5]3[CH:6]=[CH:7][C:2]([C:32]4[CH:41]=[C:40]5[C:35]([CH:36]=[CH:37][CH:38]=[N:39]5)=[CH:34][CH:33]=4)=[CH:3][CH:4]=3)[C:9](=[O:23])[NH:10][N:11]=2)[CH2:15]1)(=[O:22])[CH2:20][CH3:21] |f:2.3.4,6.7.8.9.10|. Procedure details: A solution of 4-(4-bromophenyl)-5-{[(3S)-1-propanoyl-3-pyrrolidinyl]methyl}-2,4-dihydro-3H-1,2,4-triazol-3-one (0.171 mmol) in dioxane (2 mL) was treated with 7-(4,4,5,5-tetramethyl-1,3,2-dioxaborolan-2-yl)quinoline (0.176 mmol), dichloro[1,1′-bis(diphenylphosphino)ferrocene]palladium(II)-dichloromethane adduct (15 mg), and 2M aq potassium carbonate (1 mL). The reaction mixture was purged with nitrogen, sealed, and stirred at 110° C. for 1 h. The reaction mixture was cooled to room temperature, ... The product is CC(C)(C)c1cccc(CBr)c1. As a reaction SMILES: [C:1]([CH3:2])([CH3:3])([CH3:4])[c:5]1[cH:6][c:7]([CH3:11])[cH:8][cH:9][cH:10]1.[C:20]([Cl:21])([Cl:22])([Cl:23])[Cl:24].[O:12]=[C:13]1[N:14]([Br:19])[C:15](=[O:16])[CH2:17][CH2:18]1>>[C:1]([CH3:2])([CH3:3])([CH3:4])[c:5]1[cH:6][c:7]([CH2:11][Br:19])[cH:8][cH:9][cH:10]1. Reactants: Cc1cccc(C(C)(C)C)c1, ClC(Cl)(Cl)Cl, O=C1CCC(=O)N1Br. The reactants are CC1CCN(S(=O)(=O)c2ccccc2Nc2nc(Cl)ncc2Cl)C1, COc1cc2c(cc1N)CCN(CC(=O)N(C)C)CC2. Yields the product COc1cc2c(cc1Nc1ncc(Cl)c(Nc3ccccc3S(=O)(=O)N3CCC(C)C3)n1)CCN(CC(=O)N(C)C)CC2. Reaction SMILES: [Cl:21][c:22]1[n:23][cH:24][c:25]([Cl:44])[c:26]([NH:28][c:29]2[c:30]([S:35](=[O:36])(=[O:37])[N:38]3[CH2:39][CH:40]([CH3:43])[CH2:41][CH2:42]3)[cH:31][cH:32][cH:33][cH:34]2)[n:27]1.[NH2:1][c:2]1[cH:3][c:4]2[c:5]([cH:17][c:18]1[O:19][CH3:20])[CH2:6][CH2:7][N:8]([CH2:11][C:12](=[O:13])[N:14]([CH3:15])[CH3:16])[CH2:9][CH2:10]2>>[NH:1]([c:2]1[cH:3][c:4]2[c:5]([cH:17][c:18]1[O:19][CH3:20])[CH2:6][CH2:7][N:8]([CH2:11][C:12](=[O:13])[N:14]([CH3:15])[CH3:16])[CH2:9][CH2:10]2)[c:22]1[n:23][cH:24][c:25]([Cl:44])[c:26]([NH:28][c:29]2[c:30]([S:35](=[O:36])(=[O:37])[N:38]3[CH2:39][CH:40]([CH3:43])[CH2:41][CH2:42]3)[cH:31][cH:32][cH:33][cH:34]2)[n:27]1. Starting materials: CC(C)(C)OC(=O)N1CCC(n2cc(-c3n[nH]c4ncc5c(c34)-c3ccccc3C(c3ccccc3Cl)C5)cn2)CC1, Cc1ccccc1, ClCCl, Cl, C1COCCO1. Product: Clc1ccccc1C1Cc2cnc3[nH]nc(-c4cnn(C5CCNCC5)c4)c3c2-c2ccccc21. As a reaction SMILES: [C:1]([O:2][C:3](=[O:4])[N:8]1[CH2:9][CH2:10][CH:11]([n:14]2[n:15][cH:16][c:17](-[c:19]3[n:20][nH:21][c:22]4[n:23][cH:24][c:25]5[c:34]([c:35]34)-[c:33]3[c:28]([cH:29][cH:30][cH:31][cH:32]3)[CH:27]([c:36]3[c:37]([Cl:42])[cH:38][cH:39][cH:40][cH:41]3)[CH2:26]5)[cH:18]2)[CH2:12][CH2:13]1)([CH3:5])([CH3:6])[CH3:7].[CH3:44][c:45]1[cH:46][cH:47][cH:48][cH:49][cH:50]1.[Cl:51][CH2:52][Cl:53].[ClH:43].[O:54]1[CH2:55][CH2:56][O:57][CH2:58][CH2:59]1>>[NH:8]1[CH2:9][CH2:10][CH:11]([n:14]2[n:15][cH:16][c:17](-[c:19]3[n:20][nH:21][c:22]4[n:23][cH:24][c:25]5[c:34]([c:35]34)-[c:33]3[c:28]([cH:29][cH:30][cH:31][cH:32]3)[CH:27]([c:36]3[c:37]([Cl:42])[cH:38][cH:39][cH:40][cH:41]3)[CH2:26]5)[cH:18]2)[CH2:12][CH2:13]1. The reactants are [Cl-].[NH4+] (ammonium chloride), CON=C(C#N)C#N (2-methoxyiminopropanedinitrile), C(C)O (ethanol), C(C)O (ethanol). Run in N (ammonia). Conditions: time 1 day. Product: C(C)(=O)[O-].C(#N)C(C(=[NH2+])N)=NOC (2-Cyano-2-methoxyiminoacetamidinium Acetate). RXN SMILES: [Cl-].[NH4+:2].[CH3:3][O:4][N:5]=[C:6]([C:9]#[N:10])[C:7]#[N:8].[CH2:11]([OH:13])[CH3:12]>N>[C:11]([O-:4])(=[O:13])[CH3:12].[C:7]([C:6](=[N:5][O:4][CH3:3])[C:9]([NH2:2])=[NH2+:10])#[N:8] |f:0.1,5.6|. Procedure details: To a solution of ammonium chloride (28.4 g 0.53 mole) in 28% aqueous ammonia (355 ml) and ethanol (180 ml) was added dropwise a solution of 2-methoxyiminopropanedinitrile (58.0 g, 0.53 mole) in ethanol (120 ml) at -15° to -10° C. over a period of 30 minutes, with stirring. The mixture was stirred at -10° C. overnight and then at ambient temperature (20°-25° C.) for one day. The reaction mixture was partitioned between water (350 ml) and CH2Cl2 (350 ml), and the aqueous phase was saturated with s... Reactants: ice water, C(#N)CC(=O)OCC (ethyl cyanoacetate), C(C)[O-].[Na+] (sodium ethanolate), ClC=1C(=NN(C1OC(F)F)C)C1=C(C=C(C(=C1)C=O)Cl)Cl (4-chloro-3-(2,4-dichloro-5-formylphenyl)-5-difluoromethoxy-1-methyl-1H-pyrazole). The solvent is C(C)O (ethanol). Conditions: time 4 hour. The product is ClC1=C(C=C(C(=C1)Cl)C1=NN(C(=C1Cl)OC(F)F)C)C=C(C(=O)OCC)C#N (Ethyl 3-(2,4-dichloro-5-(4-chloro-5-difluoromethoxy-1-methyl-1H-pyrazol-3-yl)phenyl)-2-cyanopropenoate). As a reaction SMILES: [C:1]([CH2:3][C:4]([O:6][CH2:7][CH3:8])=[O:5])#[N:2].C([O-])C.[Na+].[Cl:13][C:14]1[C:15]([C:24]2[CH:29]=[C:28]([CH:30]=O)[C:27]([Cl:32])=[CH:26][C:25]=2[Cl:33])=[N:16][N:17]([CH3:23])[C:18]=1[O:19][CH:20]([F:22])[F:21]>C(O)C>[Cl:32][C:27]1[CH:26]=[C:25]([Cl:33])[C:24]([C:15]2[C:14]([Cl:13])=[C:18]([O:19][CH:20]([F:21])[F:22])[N:17]([CH3:23])[N:16]=2)=[CH:29][C:28]=1[CH:30]=[C:3]([C:1]#[N:2])[C:4]([O:6][CH2:7][CH3:8])=[O:5] |f:1.2|. Procedure details: 2.4 g (21 mmol) of ethyl cyanoacetate and 0.3 g (4.2 mmol) of sodium ethanolate were added to a solution of 7.5 g (21 mmol) of 4-chloro-3-(2,4-dichloro-5-formylphenyl)-5-difluoromethoxy-1-methyl-1H-pyrazole in 70 ml of ethanol. The mixture was stirred for 4 hours then poured into ice-water, after which the solid product was filtered off, washed with n-hexane and then dried. Yield: 4.9 g. The reactants are BrN1C(CCC1=O)=O (N-bromosuccinimide), ClC=1C=2N(C(=CN1)C)C=CN2 (8-chloro-5-methyl-imidazo[1,2-a]pyrazine). The solvent is C(Cl)Cl (DCM), C(Cl)Cl (DCM). Conditions: time 2 hour. The product is BrC1=CN=C2N1C(=CN=C2Cl)C (3-Bromo-8-chloro-5-methyl-imidazo[1,2-a]pyrazine). Yield: 69.3%. RXN SMILES: [Br:1]N1C(=O)CCC1=O.[Cl:9][C:10]1[C:11]2[N:12]([CH:17]=[CH:18][N:19]=2)[C:13]([CH3:16])=[CH:14][N:15]=1>C(Cl)Cl>[Br:1][C:17]1[N:12]2[C:13]([CH3:16])=[CH:14][N:15]=[C:10]([Cl:9])[C:11]2=[N:19][CH:18]=1. Procedure: N-bromosuccinimide (348 mg, 1.96 mmol) is added to a solution of 8-chloro-5-methyl-imidazo[1,2-a]pyrazine (327 mg, 1.98 mmol) in DCM (6 mL) and the reaction stirred at room temperature for 2 h. Once the reaction is finished the reaction mixture is diluted with DCM and washed twice with 4 mL of Na2CO3 sat., dried (MgSO4), filtered and concentrated in vacuo to give a crude mixture that is purified by column chromatography using a gradient of (Pet.Ether40-60/AcOEt: 9/1 to 7/3) to give 3-Bromo-8-chl...